From a dataset of the Open Reaction Database (ORD), a public repository of structured organic reaction records. describe an organic reaction: reactants, conditions, products, and yield Starting materials: ClC=1C=CC2=C(CC(NN=C2C2=CC=C(C=C2)[N+](=O)[O-])C)C1 (7-Chloro-4-methyl-1-(4-nitrophenyl)-4,5-dihydro-3H-2,3-benzodiazepine), CN=C=O (methyl isocyanate). The solvent is ClCCl (dichloromethane). Conditions: time 10 day. Product: ClC=1C=CC2=C(CC(N(N=C2C2=CC=C(C=C2)[N+](=O)[O-])C(NC)=O)C)C1 (7-Chloro-4-methyl-3-(methylcarbamoyl)-1-(4-nitrophenyl)-4,5-dihydro-3H-2,3-benzodiazepine). The yield is 95.1%. Reaction SMILES: [Cl:1][C:2]1[CH:3]=[CH:4][C:5]2[C:11]([C:12]3[CH:17]=[CH:16][C:15]([N+:18]([O-:20])=[O:19])=[CH:14][CH:13]=3)=[N:10][NH:9][CH:8]([CH3:21])[CH2:7][C:6]=2[CH:22]=1.[CH3:23][N:24]=[C:25]=[O:26]>ClCCl>[Cl:1][C:2]1[CH:3]=[CH:4][C:5]2[C:11]([C:12]3[CH:13]=[CH:14][C:15]([N+:18]([O-:20])=[O:19])=[CH:16][CH:17]=3)=[N:10][N:9]([C:25](=[O:26])[NH:24][CH3:23])[CH:8]([CH3:21])[CH2:7][C:6]=2[CH:22]=1. Procedure: 0.72 g (2.2 mmoles) of 7-chloro-4-methyl-1-(4-nitrophenyl)-4,5-dihydro-3H-2,3-benzodiazepine prepared in Example 1, Step D are dissolved in 15 ml of anhydrous dichloromethane, and to the solution obtained, 1.3 ml (22.0 moles) of methyl isocyanate are added, and the reaction mixture is left to stand at 25° C. for 10 days. The mixture is evaporated, and the residue is recrystallized from 3 ml of hot ethanol. The crystals are filtered, washed 3 times using 1 ml of ethanol each time, then dried. Thu... Reactants: O=C(OCc1ccccc1)N1CCC(O)(c2ccccn2)CC1, O=S(Cl)Cl. Yields the product O=C(OCc1ccccc1)N1CC=C(c2ccccn2)CC1. RXN SMILES: [OH:1][C:2]1([c:18]2[n:19][cH:20][cH:21][cH:22][cH:23]2)[CH2:3][CH2:4][N:5]([C:8](=[O:9])[O:10][CH2:11][c:12]2[cH:13][cH:14][cH:15][cH:16][cH:17]2)[CH2:6][CH2:7]1.[S:24]([Cl:25])([Cl:26])=[O:27]>>[C:2]1([c:18]2[n:19][cH:20][cH:21][cH:22][cH:23]2)=[CH:3][CH2:4][N:5]([C:8](=[O:9])[O:10][CH2:11][c:12]2[cH:13][cH:14][cH:15][cH:16][cH:17]2)[CH2:6][CH2:7]1. The reactants are BrCCC1OCCO1, [Cl-], [Cl-], [Cl-], O=C(Cl)c1cccc(Cl)c1, [Cu]Br, [Mg+2], [Mg], [NH4+], C1CCOC1, O. As a reaction SMILES: [Br:1][CH2:2][CH2:3][CH:4]1[O:5][CH2:6][CH2:7][O:8]1.[Cl-:10].[Cl-:12].[Cl-:23].[Cl:13][c:14]1[cH:15][c:16]([C:17](=[O:18])[Cl:19])[cH:20][cH:21][cH:22]1.[Cu:30][Br:31].[Mg+2:11].[Mg:9].[NH4+:24].[O:25]1[CH2:26][CH2:27][CH2:28][CH2:29]1.[OH2:32]>>[CH2:2]([CH2:3][CH:4]1[O:5][CH2:6][CH2:7][O:8]1)[C:17]([c:16]1[cH:15][c:14]([Cl:13])[cH:22][cH:21][cH:20]1)=[O:18]. Product: O=C(CCC1OCCO1)c1cccc(Cl)c1.